This data is from the Open Reaction Database (ORD), a public repository of structured organic reaction records. The task is: describe an organic reaction: reactants, conditions, products, and yield Starting materials: ClC1=NC2=CC=CC=C2C=C1 (2-chloroquinoline), N1[C@H](CO)CCC1 (L-prolinol). The product is OC[C@H]1N(CCC1)C1=NC2=CC=CC=C2C=C1 ((S)-2-Hydroxymethyl-1-(quinolin-2-yl)pyrrolidine). Isolated yield 107.5%. RXN SMILES: Cl[C:2]1[CH:11]=[CH:10][C:9]2[C:4](=[CH:5][CH:6]=[CH:7][CH:8]=2)[N:3]=1.[NH:12]1[CH2:18][CH2:17][CH2:16][C@H:13]1[CH2:14][OH:15]>>[OH:15][CH2:14][C@@H:13]1[CH2:16][CH2:17][CH2:18][N:12]1[C:2]1[CH:11]=[CH:10][C:9]2[C:4](=[CH:5][CH:6]=[CH:7][CH:8]=2)[N:3]=1. Reported procedure: The title compound (6 g, 100%) was prepared as a syrupy liquid from 2-chloroquinoline (4 g) and L-prolinol (14.8 g) by an analogous procedure to that described in preparation 1. Starting materials: [Al+3], CCCCCCCNC(C)=O, CCOCC, [H-], [H-], [H-], [H-], [Li+], [Na+], [OH-], O. The product is CCCCCCCNCC. As a reaction SMILES: [Al+3:13].[CH2:1]([CH2:2][CH2:3][CH2:4][CH2:5][CH2:6][CH3:7])[NH:8][C:9]([CH3:10])=[O:11].[CH3:21][CH2:22][O:23][CH2:24][CH3:25].[H-:12].[H-:15].[H-:16].[H-:17].[Li+:14].[Na+:20].[OH-:19].[OH2:18]>>[CH2:1]([CH2:2][CH2:3][CH2:4][CH2:5][CH2:6][CH3:7])[NH:8][CH2:9][CH3:10]. The reactants are COc1cc(CCl)cc(Cl)c1OCc1ccccc1, CCOC(C)=O, [H-], [Na+], CN(C)C=O, O, N#Cc1ccc(Nn2cnnc2)cc1. Product: COc1cc(CN(c2ccc(C#N)cc2)n2cnnc2)cc(Cl)c1OCc1ccccc1. Reaction SMILES: [CH2:17]([c:18]1[cH:19][cH:20][cH:21][cH:22][cH:23]1)[O:24][c:25]1[c:26]([Cl:35])[cH:27][c:28]([CH2:33][Cl:34])[cH:29][c:30]1[O:31][CH3:32].[CH3:36][CH2:37][O:38][C:39](=[O:40])[CH3:41].[H-:1].[Na+:2].[O:42]=[CH:43][N:44]([CH3:45])[CH3:46].[OH2:47].[n:3]1[n:4][cH:5][n:6]([NH:8][c:9]2[cH:10][cH:11][c:12]([C:13]#[N:14])[cH:15][cH:16]2)[cH:7]1>>[n:3]1[n:4][cH:5][n:6]([N:8]([c:9]2[cH:10][cH:11][c:12]([C:13]#[N:14])[cH:15][cH:16]2)[CH2:33][c:28]2[cH:27][c:26]([Cl:35])[c:25]([O:24][CH2:17][c:18]3[cH:19][cH:20][cH:21][cH:22][cH:23]3)[c:30]([O:31][CH3:32])[cH:29]2)[cH:7]1. Starting materials: C(C)(=O)N1C(CC2=C(C(=CC=C12)Br)C(F)(F)F)C (1-Acetyl-5-bromo-2-methyl-4-(trifluoromethyl)-2,3-dihydro-1H-indole), [OH-].[Na+] (NaOH). Solvent: CO.O (MeOH H2O). Yields the product BrC=1C(=C2CC(NC2=CC1)C)C(F)(F)F (5-Bromo-2-methyl-4-(trifluoromethyl)-2,3-dihydro-1H-indole). Isolated yield 79.5%. Reaction SMILES: C([N:4]1[C:12]2[C:7](=[C:8]([C:14]([F:17])([F:16])[F:15])[C:9]([Br:13])=[CH:10][CH:11]=2)[CH2:6][CH:5]1[CH3:18])(=O)C.[OH-].[Na+]>CO.O>[Br:13][C:9]1[C:8]([C:14]([F:16])([F:15])[F:17])=[C:7]2[C:12](=[CH:11][CH:10]=1)[NH:4][CH:5]([CH3:18])[CH2:6]2 |f:1.2,3.4|. Reported procedure: A mixture of 1-acetyl-5-bromo-2-methyl-4-(trifluoromethyl)-2,3-dihydro-1H-indole (0.130 g, 0.404 mmol; step B above) and NaOH (0.086 g; 2.15 mmol) in MeOH/H2O (4:1; 13 mL) was heated at reflux 3 h. The solvent was removed, the residue was partitioned between Et2O/H2O, and the layers were separated. The aqueous layer was extracted with Et2O (×2). Combined organics were washed (H2O, brine), dried over Na2SO4, filtered and concentrated in vacuo, affording 0.090 g of the title compound as a pale yel...